From a dataset of the Open Reaction Database (ORD), a public repository of structured organic reaction records. describe an organic reaction: reactants, conditions, products, and yield Reactants: ice water, ClC(C(=O)OCC)(F)F (ethyl chlorodifluoroacetate), CS.[Na] (sodium methyl mercaptan). The solvent is CS(=O)C (dimethyl sulfoxide), CS(=O)C (dimethyl sulfoxide). Conditions: time 1 hour. Yields the product FC(C(=O)OCC)(SC)F (Ethyl 2,2-Difluoro-2-(Methylthio)-Acetate). The yield is 43.2%. Reaction SMILES: Cl[C:2]([F:9])([F:8])[C:3]([O:5][CH2:6][CH3:7])=[O:4].[CH3:10][SH:11].[Na]>CS(C)=O>[F:8][C:2]([F:9])([S:11][CH3:10])[C:3]([O:5][CH2:6][CH3:7])=[O:4] |f:1.2,^1:11|. Procedure: A solution of ethyl chlorodifluoroacetate (7.9 g, 50.0 mmol) in dimethyl sulfoxide (20 ml) was added dropwise to a solution of sodium methyl mercaptan (4.6 g, 65 mmol) in dimethyl sulfoxide (60 ml) under cooling with ice, and the mixture was stirred at room temperature for 1 hour. After completion of the reaction, the reaction mixture was poured into ice water to conduct extraction with ether. The solvent was distilled out of the resultant extract under reduced pressure. The resultant residue wa... Starting materials: CN(C)c1cc(NC(=O)OC(C)(C)C)c(N)cc1C(F)(F)F, CC(C)(C)OC(=O)CC(=O)c1ccnc(C#N)c1. The product is CN(C)c1cc(NC(=O)OC(C)(C)C)c(NC(=O)CC(=O)c2ccnc(C#N)c2)cc1C(F)(F)F. Reaction SMILES: [C:1]([CH3:2])([CH3:3])([CH3:4])[O:5][C:6]([NH:7][c:8]1[c:9]([NH2:21])[cH:10][c:11]([C:17]([F:18])([F:19])[F:20])[c:12]([N:14]([CH3:15])[CH3:16])[cH:13]1)=[O:22].[C:23]([CH3:25])([CH3:26])([O:27][C:28](=[O:24])[CH2:29][C:30](=[O:31])[c:32]1[cH:33][c:34]([C:38]#[N:39])[n:35][cH:36][cH:37]1)[CH3:40]>>[C:1]([CH3:2])([CH3:3])([CH3:4])[O:5][C:6]([NH:7][c:8]1[c:9]([NH:21][C:28](=[O:27])[CH2:29][C:30](=[O:31])[c:32]2[cH:33][c:34]([C:38]#[N:39])[n:35][cH:36][cH:37]2)[cH:10][c:11]([C:17]([F:18])([F:19])[F:20])[c:12]([N:14]([CH3:15])[CH3:16])[cH:13]1)=[O:22]. The reactants are O=C(Cl)c1cccnc1, CCN(C(C)C)C(C)C, ClCCl, Cl, CC1(C)OCc2cc(C3CN(CCc4ccc(OCCOCc5cccc(N)c5)cc4)C(=O)O3)ccc2O1. The product is CC1(C)OCc2cc(C3CN(CCc4ccc(OCCOCc5cccc(NC(=O)c6cccnc6)c5)cc4)C(=O)O3)ccc2O1. RXN SMILES: [C:40]([c:41]1[cH:42][n:43][cH:44][cH:45][cH:46]1)(=[O:47])[Cl:48].[CH:49]([N:50]([CH2:51][CH3:52])[CH:53]([CH3:54])[CH3:55])([CH3:56])[CH3:57].[Cl:58][CH2:59][Cl:60].[ClH:39].[NH2:1][c:2]1[cH:3][c:4]([CH2:5][O:6][CH2:7][CH2:8][O:9][c:10]2[cH:11][cH:12][c:13]([CH2:16][CH2:17][N:18]3[C:19](=[O:35])[O:20][CH:21]([c:23]4[cH:24][c:25]5[c:26]([cH:33][cH:34]4)[O:27][C:28]([CH3:31])([CH3:32])[O:29][CH2:30]5)[CH2:22]3)[cH:14][cH:15]2)[cH:36][cH:37][cH:38]1>>[NH:1]([c:2]1[cH:3][c:4]([CH2:5][O:6][CH2:7][CH2:8][O:9][c:10]2[cH:11][cH:12][c:13]([CH2:16][CH2:17][N:18]3[C:19](=[O:35])[O:20][CH:21]([c:23]4[cH:24][c:25]5[c:26]([cH:33][cH:34]4)[O:27][C:28]([CH3:31])([CH3:32])[O:29][CH2:30]5)[CH2:22]3)[cH:14][cH:15]2)[cH:36][cH:37][cH:38]1)[C:40]([c:41]1[cH:42][n:43][cH:44][cH:45][cH:46]1)=[O:47]. The reactants are N(=O)[O-].[Na+] (sodium nitrite), BrC=1C=C(C(=O)OC)C=C(C1N)OC (methyl 3-bromo-5-methoxy-4-aminobenzoate), P(=O)(O)(O)P(=O)(O)O (hypophosphoric acid). Run in O (water), O (water), C(C)O (ethanol), S(O)(O)(=O)=O (sulfuric acid), C(C)(=O)O (acetic acid). Product: BrC=1C=C(C(=O)OC)C=C(C1)OC (methyl 3-bromo-5-methoxybenzoate). Yield: 100.2%. As a reaction SMILES: [Br:1][C:2]1[CH:3]=[C:4]([CH:9]=[C:10]([O:13][CH3:14])[C:11]=1N)[C:5]([O:7][CH3:8])=[O:6].N([O-])=O.[Na+].P(P(O)(O)=O)(O)(O)=O>C(O)C.S(=O)(=O)(O)O.C(O)(=O)C.O>[Br:1][C:2]1[CH:3]=[C:4]([CH:9]=[C:10]([O:13][CH3:14])[CH:11]=1)[C:5]([O:7][CH3:8])=[O:6] |f:1.2|. Procedure details: A 500 ml round bottom flask fitted with overhead stirring was charged with 16.5 grams (55 mmole) of methyl 3-bromo-5-methoxy-4-aminobenzoate in 80 ml ethanol, 15 ml sulfuric acid and 20 ml acetic acid. The solution was chilled in an ice bath and 6.6 gms (95 mmole) of sodium nitrite in 30 ml water was added dropwise while maintaining the temperature below 10° C. After stirring an additional 25 minutes, 100 ml of 50% hypophosphoric acid was added and the mixture was stirred cold for 2 hours. The r... The reactants are CC(O)CN(C)C, COc1ccc(CCl)cc1[N+](=O)[O-], O. The product is COc1ccc(C[N+](C)(C)CC(C)O)cc1[N+](=O)[O-], [Cl-]. RXN SMILES: [CH3:1][N:2]([CH2:3][CH:4]([CH3:5])[OH:6])[CH3:7].[CH3:8][O:9][c:10]1[c:11]([N+:18](=[O:19])[O-:20])[cH:12][c:13]([CH2:14][Cl:15])[cH:16][cH:17]1.[OH2:21]>>[CH3:1][N+:2]([CH2:3][CH:4]([CH3:5])[OH:6])([CH3:7])[CH2:14][c:13]1[cH:12][c:11]([N+:18](=[O:19])[O-:20])[c:10]([O:9][CH3:8])[cH:17][cH:16]1.[Cl-:15]. The reactants are NC=1C(=NC(=CN1)C1=CC(=CC=C1)CO)C#N (3-amino-6-[3-(hydroxymethyl)phenyl]pyrazine-2-carbonitrile), NC=1C=C(C(=O)NN)C=CN1 (2-aminoisonicotinic acid hydrazide). Solvent: CN(C)C=O (DMF). Reaction conditions: temperature 180 celsius. Yields the product NC=1N=CC(=NC1C1=NC(=NN1)C1=CC(=NC=C1)N)C=1C=C(C=CC1)CO ((3-{5-amino-6-[3-(2-aminopyridin-4-yl)-1H-1,2,4-triazol-5-yl]pyrazin-2-yl}phenyl)methanol). The yield is 5.8%. Reaction SMILES: [NH2:1][C:2]1[C:3]([C:16]#[N:17])=[N:4][C:5]([C:8]2[CH:13]=[CH:12][CH:11]=[C:10]([CH2:14][OH:15])[CH:9]=2)=[CH:6][N:7]=1.[NH2:18][C:19]1[CH:20]=[C:21]([CH:26]=[CH:27][N:28]=1)[C:22]([NH:24][NH2:25])=O>CN(C=O)C>[NH2:1][C:2]1[N:7]=[CH:6][C:5]([C:8]2[CH:9]=[C:10]([CH2:14][OH:15])[CH:11]=[CH:12][CH:13]=2)=[N:4][C:3]=1[C:16]1[NH:25][N:24]=[C:22]([C:21]2[CH:26]=[CH:27][N:28]=[C:19]([NH2:18])[CH:20]=2)[N:17]=1. Procedure details: To a solution of of 3-amino-6-[3-(hydroxymethyl)phenyl]pyrazine-2-carbonitrile (250 mg, 1.11 mmol) was added 2-aminoisonicotinic acid hydrazide (311 mg, 2.04 mmol). After being heated at 180° C. for 90 min, the reaction mixture was dissolved in DMF and washed with water, ethyl acetate (10 mL×3). The aqueous phase was extracted once with additional ethyl acetate. The combined organic layers were washed with saturated aqueous sodium chloride then dried over anhydrous magnesium sulfate. Filtration ... RXN SMILES: [S:1]1[C:5]2=[N:6][C:7]3[NH:8][C:9]4[C:14]([C:15]=3[C:16]([C:17]([O:19]C)=[O:18])=[C:4]2[CH:3]=[CH:2]1)=[CH:13][CH:12]=[CH:11][CH:10]=4.Cl>>[CH2:15]([N:8]1[C:7]2[N:6]=[C:5]3[S:1][CH:2]=[CH:3][C:4]3=[C:16]([C:17]([OH:19])=[O:18])[C:15]=2[C:14]2[C:9]1=[CH:10][CH:11]=[CH:12][CH:13]=2)[C:14]1[CH:9]=[CH:10][CH:11]=[CH:12][CH:13]=1. The reactants are S1C=CC=2C1=NC=1NC3=CC=CC=C3C1C2C(=O)OC (9H-1-thia-9,10-diaza-cyclopenta[b]fluorene-4-carboxylic acid, methyl ester), Cl (HCl). Isolated yield 74.0%. The product is C(C1=CC=CC=C1)N1C2=CC=CC=C2C=2C(=C3C(=NC12)SC=C3)C(=O)O (9-Benzyl-9H-1-thia-9,10-diaza-cyclopenta[b]fluorene-4-carboxylic acid). Reported procedure: A solution of 9H-1-thia-9,10-diaza-cyclopenta[b]fluorene-4-carboxylic acid, methyl ester, (0.025 g, 0.089 mM) in 3 mL DMF was added to a 60% NaH mineral oil dispersion (0.007 g, 0.178 mM) at room temperature. Following cessation of gas evolution, benzyl bromide (0.012 mL, 0.017 g, 0.098 mM) was added and the mixture stirred at room temperature for 3.5 h. The mixture was diluted with ethyl acetate and H2O, the solvent layers separated, and the aqueous layer extracted with ethyl acetate (4×25 mL).... The reactants are ClC1=CC2=C(OC(O2)C(=O)OCC)C=C1S(=O)(=O)C1=CC(=CC=C1)F (ethyl 5-chloro-6-(3-fluorophenylsulfonyl)-1,3-benzodioxole-2-carboxylate), [OH-].[Na+] (sodium hydroxide), Cl (hydrochloric acid). The solvent is 2-n. The product is ClC1=CC2=C(OC(O2)C(=O)O)C=C1S(=O)(=O)C1=CC(=CC=C1)F (5-chloro-6-(3-fluorophenylsulfonyl)-1,3-benzodioxole-2-carboxylic acid). RXN SMILES: [Cl:1][C:2]1[C:15]([S:16]([C:19]2[CH:24]=[CH:23][CH:22]=[C:21]([F:25])[CH:20]=2)(=[O:18])=[O:17])=[CH:14][C:5]2[O:6][CH:7]([C:9]([O:11]CC)=[O:10])[O:8][C:4]=2[CH:3]=1.[OH-].[Na+].Cl>>[Cl:1][C:2]1[C:15]([S:16]([C:19]2[CH:24]=[CH:23][CH:22]=[C:21]([F:25])[CH:20]=2)(=[O:18])=[O:17])=[CH:14][C:5]2[O:6][CH:7]([C:9]([OH:11])=[O:10])[O:8][C:4]=2[CH:3]=1 |f:1.2|. Procedure details: 22.8 g (0.059 mole) of ethyl 5-chloro-6-(3-fluorophenylsulfonyl)-1,3-benzodioxole-2-carboxylate are covered with 90 ml of 2-n sodium hydroxide solution and the batch is heated for half an hour in a boiling water bath, cooled, acidified with hydrochloric acid and then extracted with ethyl acetate. The extract is concentrated by evaporation, affording 5-chloro-6-(3-fluorophenylsulfonyl)-1,3-benzodioxole-2-carboxylic acid. Melting point 161°-163° C. (crystallisation from ether/toluene). The reactants are COC1=CC=C(C=C1)O (4-methoxyphenol), FC1=CC=C(CCl)C=C1 (4-fluorobenzyl chloride). The product is COC1=CC(=C(C=C1)O)CC1=CC=C(C=C1)F (4-methoxy-2-(4′-fluorobenzyl)phenol). As a reaction SMILES: [CH3:1][O:2][C:3]1[CH:8]=[CH:7][C:6]([OH:9])=[CH:5][CH:4]=1.[F:10][C:11]1[CH:18]=[CH:17][C:14]([CH2:15]Cl)=[CH:13][CH:12]=1>>[CH3:1][O:2][C:3]1[CH:8]=[CH:7][C:6]([OH:9])=[C:5]([CH2:15][C:14]2[CH:17]=[CH:18][C:11]([F:10])=[CH:12][CH:13]=2)[CH:4]=1. Procedure details: Alkylation of 4-methoxyphenol with 4-fluorobenzyl chloride according to the procedure described in J. Chem. Soc, 2431 (1958) gave 4-methoxy-2-(4′-fluorobenzyl)phenol. This material was converted to compound 69 and compound 70 by the procedure similar to that in Example 18 method B.